This data is from the Open Reaction Database (ORD), a public repository of structured organic reaction records. The task is: describe an organic reaction: reactants, conditions, products, and yield Starting materials: CC(=O)OC(C)=O, O=CO, C1CCOC1, O=S(=O)(CC(CCCc1ncccn1)NO)N1CCN(c2ncc(C#Cc3ccccn3)cn2)CC1. Yields the product O=CN(O)C(CCCc1ncccn1)CS(=O)(=O)N1CCN(c2ncc(C#Cc3ccccn3)cn2)CC1. As a reaction SMILES: [CH3:1][C:2]([O:3][C:5]([CH3:4])=[O:7])=[O:6].[CH:49]([OH:50])=[O:51].[O:44]1[CH2:45][CH2:46][CH2:47][CH2:48]1.[OH:8][NH:9][CH:10]([CH2:11][S:12](=[O:13])(=[O:14])[N:15]1[CH2:16][CH2:17][N:18]([c:21]2[n:22][cH:23][c:24]([C:27]#[C:28][c:29]3[n:30][cH:31][cH:32][cH:33][cH:34]3)[cH:25][n:26]2)[CH2:19][CH2:20]1)[CH2:35][CH2:36][CH2:37][c:38]1[n:39][cH:40][cH:41][cH:42][n:43]1>>[CH:5](=[O:7])[N:9]([OH:8])[CH:10]([CH2:11][S:12](=[O:13])(=[O:14])[N:15]1[CH2:16][CH2:17][N:18]([c:21]2[n:22][cH:23][c:24]([C:27]#[C:28][c:29]3[n:30][cH:31][cH:32][cH:33][cH:34]3)[cH:25][n:26]2)[CH2:19][CH2:20]1)[CH2:35][CH2:36][CH2:37][c:38]1[n:39][cH:40][cH:41][cH:42][n:43]1. The reactants are O[C@@H]([C@@H]([C@@H](CO)O)O)C=1N=C(NC1)C(C)=O (1-[4-((1R,2S,3R)-1,2,3,4-Tetrahydroxy-butyl)-1H-imidazol-2-yl]-ethanone), O.NN (Hydrazine hydrate). The reagents and catalysts are C(C)(=O)O (acetic acid). Solvent: O (water), CO (methanol), O1CCCC1 (tetrahydrofuran). Conditions: temperature 50 celsius, time 6 hour. Yields the product N(N)=C(C)C=1NC=C(N1)[C@H]([C@@H]([C@@H](CO)O)O)O ((1R,2S,3R)-1-(2-(1-hydrazonoethyl)-1H-imidazol-4-yl)butane-1,2,3,4-tetraol). Reaction SMILES: [OH:1][C@H:2]([C:9]1[N:10]=[C:11]([C:14](=O)[CH3:15])[NH:12][CH:13]=1)[C@H:3]([OH:8])[C@H:4]([OH:7])[CH2:5][OH:6].O.[NH2:18][NH2:19]>CO.O.C(O)(=O)C.O1CCCC1>[N:18](=[C:14]([C:11]1[NH:12][CH:13]=[C:9]([C@@H:2]([OH:1])[C@H:3]([OH:8])[C@H:4]([OH:7])[CH2:5][OH:6])[N:10]=1)[CH3:15])[NH2:19] |f:1.2|. Reported procedure: 1-[4-((1R,2S,3R)-1,2,3,4-Tetrahydroxy-butyl)-1H-imidazol-2-yl]-ethanone (THI, prepared according to Halweg, K. M. and Büchi, G., J. Org. Chem. 50:1134-1136 (1985)) (148 mg, 0.64 mmol) was suspended in methanol (3 ml) and water (1 ml). Hydrazine hydrate (35 mg, 0.7 mmol, 1.2 eq.) and acetic acid (one drop) were added, and the suspension was stirred at 50° C. for 6 hours. LCMS analysis indicated the formation of the product and the absence of starting material. The reaction mixture was cooled to r... Reactants: COC(=O)C=1SC(=CC1OC)CBr (5-bromomethyl-3-methoxy-thiophene-2-carboxylic acid methyl ester), [H-].C(C(C)C)[Al+]CC(C)C (diisobutyl aluminum hydride). The solvent is ClCCl (dichloromethane). Conditions: time 2 hour. Product: BrCC1=CC(=C(S1)CO)OC ((5-Bromomethyl-3-methoxy-thiophen-2-yl)-methanol). Isolated yield 97.3%. RXN SMILES: C[O:2][C:3]([C:5]1[S:6][C:7]([CH2:12][Br:13])=[CH:8][C:9]=1[O:10][CH3:11])=O.[H-].C([Al+]CC(C)C)C(C)C>ClCCl>[Br:13][CH2:12][C:7]1[S:6][C:5]([CH2:3][OH:2])=[C:9]([O:10][CH3:11])[CH:8]=1 |f:1.2|. Procedure details: To a solution of 5-bromomethyl-3-methoxy-thiophene-2-carboxylic acid methyl ester (1.4 g, 5.2 mmol) in anhydrous dichloromethane (50 mL) is added diisobutyl aluminum hydride (1M in hexane, 21.0 mL, 21.1 mmol) dropwise at −78° C. After the completion of the addition, the mixture is warmed to room temperature and stirred for 2 hours. The reaction mixture is quenched with water (15 mL) at −40° C. and the mixture is agitated for 30 minutes at room temperature. The reaction mixture is filtered throug... Reactants: [NH4+].[Cl-] (NH4Cl), NC=1C=C(C(=NC1)OC)NS(=O)(=O)C (N-(5-amino-2-methoxypyridin-3-yl)methanesulfonamide), ClC=1C=C(C(=NC1)F)C1=NC(=NC(=N1)C)N (4-(5-chloro-2-fluoropyridin-3-yl)-6-methyl-1,3,5-triazin-2-amine), C[Si](C)(C)[N-][Si](C)(C)C.[Na+] (NaHMDS). The solvent is CN(C)C=O (DMF). Reaction conditions: temperature 0 celsius, time 1.5 hour. The product is NC1=NC(=NC(=N1)C)C=1C(=NC=C(C1)Cl)NC=1C=C(C(=NC1)OC)NS(=O)(=O)C (N-(5-(3-(4-amino-6-methyl-1,3,5-triazin-2-yl)-5-chloropyridin-2-ylamino)-2-methoxypyridin-3-yl)methanesulfonamide). The yield is 22.7%. Reaction SMILES: [NH2:1][C:2]1[CH:3]=[C:4]([NH:10][S:11]([CH3:14])(=[O:13])=[O:12])[C:5]([O:8][CH3:9])=[N:6][CH:7]=1.[Cl:15][C:16]1[CH:17]=[C:18]([C:23]2[N:28]=[C:27]([CH3:29])[N:26]=[C:25]([NH2:30])[N:24]=2)[C:19](F)=[N:20][CH:21]=1.C[Si]([N-][Si](C)(C)C)(C)C.[Na+].[NH4+].[Cl-]>CN(C=O)C>[NH2:30][C:25]1[N:26]=[C:27]([CH3:29])[N:28]=[C:23]([C:18]2[C:19]([NH:1][C:2]3[CH:3]=[C:4]([NH:10][S:11]([CH3:14])(=[O:13])=[O:12])[C:5]([O:8][CH3:9])=[N:6][CH:7]=3)=[N:20][CH:21]=[C:16]([Cl:15])[CH:17]=2)[N:24]=1 |f:2.3,4.5|. Reported procedure: To a stirred solution of N-(5-amino-2-methoxypyridin-3-yl)methanesulfonamide (Step 4, 0.028 g, 0.13 mmol) and 4-(5-chloro-2-fluoropyridin-3-yl)-6-methyl-1,3,5-triazin-2-amine (Step 1, 0.0364 g, 0.152 mmol) in DMF (1 mL) in 5 mL microwave vial, NaHMDS (Aldrich, 1 M in THF, 0.52 mL, 0.52 mmol) was added dropwise at 0° C. The solution was stirred at 0° C. for 1.5 h. The reaction mixture was poured into sat'd NH4Cl (15 mL) and stirred. The resulting solid was collected via filtration. The crude prod... Starting materials: Cl (HCl), CO (methanol), [N+](=O)([O-])C1=CC=C(C[C@H](N)C(=O)O)C=C1 (p-Nitrophenylalanine). Reaction conditions: time 18 hour. The product is Cl.CN[C@@H](CC1=CC=C(C=C1)[N+](=O)[O-])C(=O)O (Methyl p-nitrophenylalanine hydrochloride). RXN SMILES: [ClH:1].[N+:2]([C:5]1[CH:16]=[CH:15][C:8]([CH2:9][C@@H:10]([C:12]([OH:14])=[O:13])[NH2:11])=[CH:7][CH:6]=1)([O-:4])=[O:3].[CH3:17]O>>[ClH:1].[CH3:17][NH:11][C@H:10]([C:12]([OH:14])=[O:13])[CH2:9][C:8]1[CH:7]=[CH:6][C:5]([N+:2]([O-:4])=[O:3])=[CH:16][CH:15]=1 |f:3.4|. Procedure: Dry methanol (200 ml) was saturated with HCl(g) in a two-necked round bottom flask cooled to -10° C. p-Nitrophenylalanine (10.0 g, 47.6 mmol) was added in one portion and left to stir for about 18 hours, the solution was evaporated to near dryness on a rotary evaporator and the precipitated product collected in a Buchner funnel. After drying under vacuum at about 50° C., the yield was 10.97 grams (88.3%). A TLC (thin layer chromatography) of the free amino ester run in CHCl3 :MeOH (4:1) revealed... Reactants: NC12CCC(CC1)(CC2)F (4-amino-1-fluorobicyclo[2,2,2]octane), BrCC(=O)N1[C@@H](C[C@@H](C1)F)C#N ((2S,4S)-1-(2-bromoacetyl)-4-fluoropyrrolidine-2-carbonitrile). Product: FC12CCC(CC1)(CC2)NCC(=O)N2[C@@H](C[C@@H](C2)F)C#N ((2S,4S)-1-[[N-(4-fluorobicyclo[2,2,2]oct-1-yl)amino]acetyl]-4-fluoropyrrolidine-2-carbonitrile). Isolated yield 89.7%. RXN SMILES: [NH2:1][C:2]12[CH2:9][CH2:8][C:5]([F:10])([CH2:6][CH2:7]1)[CH2:4][CH2:3]2.Br[CH2:12][C:13]([N:15]1[CH2:19][C@@H:18]([F:20])[CH2:17][C@H:16]1[C:21]#[N:22])=[O:14]>>[F:10][C:5]12[CH2:8][CH2:9][C:2]([NH:1][CH2:12][C:13]([N:15]3[CH2:19][C@@H:18]([F:20])[CH2:17][C@H:16]3[C:21]#[N:22])=[O:14])([CH2:7][CH2:6]1)[CH2:3][CH2:4]2. Procedure: Using 4-amino-1-fluorobicyclo[2,2,2]octane (50.0 mg) and (2S,4S)-1-(2-bromoacetyl)-4-fluoropyrrolidine-2-carbonitrile (82.1 mg), the same procedure was followed as in Example 10 to obtain (2S,4S)-1-[[N-(4-fluorobicyclo[2,2,2]oct-1-yl)amino]acetyl]-4-fluoropyrrolidine-2-carbonitrile (93.1 mg).